From a dataset of the Open Reaction Database (ORD), a public repository of structured organic reaction records. describe an organic reaction: reactants, conditions, products, and yield Reactants: C(CC)N (n-propylamine), C(C)(=O)CC(C)=O (acetylacetone), ketimine. The product is C(CC)N=C(C)CC(C)=O (Acetylacetone n-propylimine). Reaction SMILES: [CH2:1]([NH2:4])[CH2:2][CH3:3].[C:5]([CH2:8][C:9](=O)[CH3:10])(=[O:7])[CH3:6]>>[CH2:1]([N:4]=[C:9]([CH2:8][C:5](=[O:7])[CH3:6])[CH3:10])[CH2:2][CH3:3]. Reported procedure: 0.1 Mole (5.9 g.) n-propylamine is mixed with 0.1 mole (10 g.) acetylacetone. An exothermal reaction takes place in which a yellowish, liquid ketimine is obtained which, even after comparatively lengthy storage, does not give a precipitate. Product: N1(C=NC=C1)C1=NC=CC(=N1)N1C=NC=C1 (2,4-bis(1-imidazolyl)pyrimidine). The solvent is O1CCCC1 (tetrahydrofuran). Isolated yield 76.9%. Procedure details: In anhydrous tetrahydrofuran, 149 mg of 2,4-dichloropyrimidine was substituted with 136 mg of imidazole. The reaction mixture was treated according to the procedure of Example 1 to yield 163 mg of 2,4-bis(1-imidazolyl)pyrimidine, recrystallized from a mixture of n-hexane and ethyl acetate, the compound had a melting point of 131°-132° C. RXN SMILES: Cl[C:2]1[N:7]=[C:6](Cl)[CH:5]=[CH:4][N:3]=1.[NH:9]1[CH:13]=[CH:12][N:11]=[CH:10]1>O1CCCC1>[N:9]1([C:2]2[N:7]=[C:6]([N:9]3[CH:13]=[CH:12][N:11]=[CH:10]3)[CH:5]=[CH:4][N:3]=2)[CH:13]=[CH:12][N:11]=[CH:10]1. Reactants: ClC1=NC=CC(=N1)Cl (2,4-dichloropyrimidine), N1C=NC=C1 (imidazole). Yield: 71.0%. RXN SMILES: [CH2:1]([C@H:3]1[N:12]([C:13](=[O:22])[C:14]2[CH:19]=[CH:18][C:17]([O:20]C)=[CH:16][CH:15]=2)[C:11]2[C:6](=[CH:7][CH:8]=[C:9]([F:23])[CH:10]=2)[N:5]([CH3:24])[C:4]1=[O:25])[CH3:2].C([C@H]1N(C(=O)C2C=CC(O)=CC=2)C2C(=CC(F)=CC=2)N(C)C1=O)C>>[CH2:1]([C@H:3]1[N:12]([C:13](=[O:22])[C:14]2[CH:19]=[CH:18][C:17]([OH:20])=[CH:16][CH:15]=2)[C:11]2[C:6](=[CH:7][CH:8]=[C:9]([F:23])[CH:10]=2)[N:5]([CH3:24])[C:4]1=[O:25])[CH3:2]. Procedure: (3R)-3-Ethyl-6-fluoro-4-(4-methoxybenzoyl)-1-methyl-3,4-dihydroquinoxalin-2(1H)-one was treated according to the procedure for the preparation of (3R)-3-ethyl-7-fluoro-4-(4-hydroxybenzoyl)-1-methyl-3,4-dihydroquinoxalin-2(1H)-one (see Example 1) to yield (3R)-3-ethyl-6-fluoro-4-(4-hydroxybenzoyl)-1-methyl-3,4-dihydroquinoxalin-2(1H)-one (71%). [α]D25=−290° (c=0.0095 G/ML, CHCl3); MS (ESI) m/z 329 ([M+H]+); MS (ESI) m/z 327 ([M−H]−); HRMS: calcd for C18H17FN2O3, 328.1223; found (ESI_FT), 329.1288... Starting materials: C(C)[C@@H]1C(N(C2=CC=C(C=C2N1C(C1=CC=C(C=C1)OC)=O)F)C)=O ((3R)-3-Ethyl-6-fluoro-4-(4-methoxybenzoyl)-1-methyl-3,4-dihydroquinoxalin-2(1H)-one), C(C)[C@@H]1C(N(C2=CC(=CC=C2N1C(C1=CC=C(C=C1)O)=O)F)C)=O ((3R)-3-ethyl-7-fluoro-4-(4-hydroxybenzoyl)-1-methyl-3,4-dihydroquinoxalin-2(1H)-one). The product is C(C)[C@@H]1C(N(C2=CC=C(C=C2N1C(C1=CC=C(C=C1)O)=O)F)C)=O ((3R)-3-ethyl-6-fluoro-4-(4-hydroxybenzoyl)-1-methyl-3,4-dihydroquinoxalin-2(1H)-one). The reactants are I (Hydriodic acid), COC1=C(C=CC=C1OC1=C(C=CC=C1)F)C(C(=O)O)C (2-[2-methoxy-3-(2-fluorophenoxy)phenyl]propionic acid), S(=O)(O)[O-].[Na+] (sodium hydrogen sulfite). The solvent is C(C)(=O)OC(C)=O (acetic anhydride). Product: CC1C(OC2=C1C=CC=C2OC2=C(C=CC=C2)F)=O (3-methyl-7-(2-fluorophenoxy)-2,3-dihydrobenzofuran-2-one). Isolated yield 57.7%. RXN SMILES: I.CO[C:4]1[C:9]([O:10][C:11]2[CH:16]=[CH:15][CH:14]=[CH:13][C:12]=2[F:17])=[CH:8][CH:7]=[CH:6][C:5]=1[CH:18]([CH3:22])[C:19]([OH:21])=[O:20].S([O-])(O)=O.[Na+]>C(OC(=O)C)(=O)C>[CH3:22][CH:18]1[C:5]2[CH:6]=[CH:7][CH:8]=[C:9]([O:10][C:11]3[CH:16]=[CH:15][CH:14]=[CH:13][C:12]=3[F:17])[C:4]=2[O:20][C:19]1=[O:21] |f:2.3|. Reported procedure: Hydriodic acid (55-58%, 30 ml) was added portionwise to a solution of 2-[2-methoxy-3-(2-fluorophenoxy)phenyl]propionic acid (3.8 g) in acetic anhydride (15 ml) with stirring under ice-cooling, and the mixture was refluxed under heating for 15 minutes. After cooling, the reaction mixture was poured into aqueous solution of sodium hydrogen sulfite and extracted with diethyl ether. The extract was washed with aqueous sodium hydrogen sulfite and water, dried and then evaporated. The residue was puri... The reactants are FC1=C(C=CC=C1)C(CCCCN1CCC(CC1)C=1C=C(C=CC1)NC(C(C)C)=O)=O (N-(3-{1-[5-(2-fluorophenyl)-5-oxopentyl]-4-piperidinyl}phenyl)-2-methylpropanamide), Cl.FC(OC1=CC=C(C=C1)NN)(F)F (4-(trifluoromethoxy)phenylhydrazine hydrochloride). Yields the product FC1=C(C=CC=C1)C=1NC2=CC=C(C=C2C1CCCN1CCC(CC1)C=1C=C(C=CC1)NC(C(C)C)=O)OC(F)(F)F (N-[3-(1-{3-[2-(2-FLUOROPHENYL)-5-(TRIFLUOROMETHOXY)-1H-INDOL-3-YL]PROPYL}-4-PIPERIDINYL)PHENYL]-2-METHYLPROPANAMIDE). Reaction SMILES: [F:1][C:2]1[CH:7]=[CH:6][CH:5]=[CH:4][C:3]=1[C:8](=O)[CH2:9][CH2:10][CH2:11][CH2:12][N:13]1[CH2:18][CH2:17][CH:16]([C:19]2[CH:20]=[C:21]([NH:25][C:26](=[O:30])[CH:27]([CH3:29])[CH3:28])[CH:22]=[CH:23][CH:24]=2)[CH2:15][CH2:14]1.Cl.[F:33][C:34]([F:45])([F:44])[O:35][C:36]1[CH:41]=[CH:40][C:39]([NH:42]N)=[CH:38][CH:37]=1>>[F:1][C:2]1[CH:7]=[CH:6][CH:5]=[CH:4][C:3]=1[C:8]1[NH:42][C:39]2[C:40]([C:9]=1[CH2:10][CH2:11][CH2:12][N:13]1[CH2:14][CH2:15][CH:16]([C:19]3[CH:20]=[C:21]([NH:25][C:26](=[O:30])[CH:27]([CH3:28])[CH3:29])[CH:22]=[CH:23][CH:24]=3)[CH2:17][CH2:18]1)=[CH:41][C:36]([O:35][C:34]([F:33])([F:44])[F:45])=[CH:37][CH:38]=2 |f:1.2|. Reported procedure: Prepared by Procedure E and Scheme M using N-(3-{1-[5-(2-fluorophenyl)-5-oxopentyl]-4-piperidinyl}phenyl)-2-methylpropanamide and 4-(trifluoromethoxy)phenylhydrazine hydrochloride: ESMS m/e: 582.2 (M+H)+. Reactants: C([O-])([O-])=O (carbonate), C(C)(=O)OCC1=CC=C(C=C1)C=1N=C(SC1C1=CC=C(C=C1)S(=O)(=O)C)NC(C)=O (4-(2-(acetylamino)-5-[4-(methylsulfonyl)phenyl]-1,3-thiazol-4-yl)benzyl acetate), Cl (hydrochloric acid). Solvent: CO (metanol). Run at time 1 hour. Yields the product OCC1=CC=C(C=C1)C=1N=C(SC1C1=CC=C(C=C1)S(=O)(=O)C)NC(C)=O (N-{4-[4-(hydroxymethyl)phenyl]-5-[4-(methylsulfonyl)phenyl]-1,3-thiazol-2-yl}acetamide). RXN SMILES: C([O:4][CH2:5][C:6]1[CH:11]=[CH:10][C:9]([C:12]2[N:13]=[C:14]([NH:27][C:28](=[O:30])[CH3:29])[S:15][C:16]=2[C:17]2[CH:22]=[CH:21][C:20]([S:23]([CH3:26])(=[O:25])=[O:24])=[CH:19][CH:18]=2)=[CH:8][CH:7]=1)(=O)C.C(=O)([O-])[O-].Cl>CO>[OH:4][CH2:5][C:6]1[CH:11]=[CH:10][C:9]([C:12]2[N:13]=[C:14]([NH:27][C:28](=[O:30])[CH3:29])[S:15][C:16]=2[C:17]2[CH:22]=[CH:21][C:20]([S:23]([CH3:26])(=[O:25])=[O:24])=[CH:19][CH:18]=2)=[CH:8][CH:7]=1. Procedure details: To a suspension of 4-(2-(acetylamino)-5-[4-(methylsulfonyl)phenyl]-1,3-thiazol-4-yl)benzyl acetate (1.218 g) in metanol (24 ml) was added pottasium carbonate (379 mg) at 20° C., and the mixture was stirred for 1 h. To the reaction mixture was added 0.1N-hydrochloric acid (27.4 ml), and the mixture was extracted with chloroform (500 ml), dried over magnesium sulfate and evaporated to give N-{4-[4-(hydroxymethyl)phenyl]-5-[4-(methylsulfonyl)phenyl]-1,3-thiazol-2-yl}acetamide as a yellow solid.